From a dataset of the Open Reaction Database (ORD), a public repository of structured organic reaction records. describe an organic reaction: reactants, conditions, products, and yield The product is CC(C)(C)OC(=O)N1CCc2cc(-c3cnc(C(F)(F)F)nc3)ccc2C1. RXN SMILES: [CH3:117][CH2:118][OH:119].[CH3:120][c:121]1[cH:122][cH:123][cH:124][cH:125][cH:126]1.[CH3:1][C:2]1([CH3:3])[C:4]([CH3:5])([CH3:6])[O:7][B:8]([c:9]2[cH:10][c:11]3[c:16]([cH:17][cH:18]2)[CH2:15][N:14]([C:19](=[O:20])[O:21][C:22]([CH3:23])([CH3:24])[CH3:25])[CH2:13][CH2:12]3)[O:26]1.[CH3:27][C:28]1([CH3:29])[C:30]([CH3:31])([CH3:32])[O:33][B:34]([c:35]2[cH:36][cH:37][cH:38][c:39]3[c:40]2[CH2:41][N:42]([C:43]([O:44][C:45]([CH3:46])([CH3:47])[CH3:48])=[O:49])[CH2:50][CH2:51]3)[O:52]1.[F:53][C:54]([F:55])([F:56])[S:57]([O:58][c:59]1[cH:60][n:61][c:62]([C:65]([F:66])([F:67])[F:68])[n:63][cH:64]1)(=[O:69])=[O:70].[Fe+2:116].[Na+:71].[Na+:72].[O-:73][C:74](=[O:75])[O-:76].[Pd:77]([Cl:78])[Cl:79].[cH:80]1[cH:81][cH:82][c:83]([P:84]([c:85]2[cH:86][cH:87][cH:88][cH:89][cH:90]2)[c-:91]2[cH:92][cH:93][cH:94][cH:95]2)[cH:96][cH:97]1.[cH:98]1[cH:99][cH:100][c:101]([P:102]([c:103]2[cH:104][cH:105][cH:106][cH:107][cH:108]2)[c-:109]2[cH:110][cH:111][cH:112][cH:113]2)[cH:114][cH:115]1>>[c:9]1(-[c:59]2[cH:60][n:61][c:62]([C:65]([F:66])([F:67])[F:68])[n:63][cH:64]2)[cH:10][c:11]2[c:16]([cH:17][cH:18]1)[CH2:15][N:14]([C:19](=[O:20])[O:21][C:22]([CH3:23])([CH3:24])[CH3:25])[CH2:13][CH2:12]2. The reactants are CCO, Cc1ccccc1, CC(C)(C)OC(=O)N1CCc2cc(B3OC(C)(C)C(C)(C)O3)ccc2C1, CC(C)(C)OC(=O)N1CCc2cccc(B3OC(C)(C)C(C)(C)O3)c2C1, O=S(=O)(Oc1cnc(C(F)(F)F)nc1)C(F)(F)F, [Fe+2], [Na+], [Na+], O=C([O-])[O-], Cl[Pd]Cl, c1ccc(P(c2ccccc2)[c-]2cccc2)cc1, c1ccc(P(c2ccccc2)[c-]2cccc2)cc1.